This data is from the Open Reaction Database (ORD), a public repository of structured organic reaction records. The task is: describe an organic reaction: reactants, conditions, products, and yield Starting materials: ClC1=NC2=NC=CC=C2C(=C1C)Cl (2,4-dichloro-3-methyl-1,8-naphthyridine), FC=1C=C(C=NC1)B(O)O (5-fluoropyridine-3-boronic acid), C([O-])([O-])=O.[Na+].[Na+] (sodium carbonate). The reagents and catalysts are C=1C=CC(=CC1)[P](C=2C=CC=CC2)(C=3C=CC=CC3)[Pd]([P](C=4C=CC=CC4)(C=5C=CC=CC5)C=6C=CC=CC6)([P](C=7C=CC=CC7)(C=8C=CC=CC8)C=9C=CC=CC9)[P](C=1C=CC=CC1)(C=1C=CC=CC1)C=1C=CC=CC1 (Pd(PPh3)4). The product is ClC1=C(C(=NC2=NC=CC=C12)C=1C=NC=C(C1)F)C (4-chloro-2-(5-fluoropyridin-3-yl)-3-methyl-1,8-naphthyridine). Reaction SMILES: Cl[C:2]1[C:11]([CH3:12])=[C:10]([Cl:13])[C:9]2[C:4](=[N:5][CH:6]=[CH:7][CH:8]=2)[N:3]=1.[F:14][C:15]1[CH:16]=[C:17](B(O)O)[CH:18]=[N:19][CH:20]=1.C(=O)([O-])[O-].[Na+].[Na+]>C1C=CC([P]([Pd]([P](C2C=CC=CC=2)(C2C=CC=CC=2)C2C=CC=CC=2)([P](C2C=CC=CC=2)(C2C=CC=CC=2)C2C=CC=CC=2)[P](C2C=CC=CC=2)(C2C=CC=CC=2)C2C=CC=CC=2)(C2C=CC=CC=2)C2C=CC=CC=2)=CC=1>[Cl:13][C:10]1[C:9]2[C:4](=[N:5][CH:6]=[CH:7][CH:8]=2)[N:3]=[C:2]([C:17]2[CH:18]=[N:19][CH:20]=[C:15]([F:14])[CH:16]=2)[C:11]=1[CH3:12] |f:2.3.4,^1:33,35,54,73|. Procedure details: Prepared according to procedure F using 2,4-dichloro-3-methyl-1,8-naphthyridine (165 mg, 0.774 mmol), 5-fluoropyridine-3-boronic acid (109 mg, 0.774 mmol), sodium carbonate (144 mg, 1.75 mmol) and Pd(PPh3)4 (89 mg, 0.077 mmol). Purification by column chromatography (hexanes:EtOAc, 1:0 to 1:1 as eluant) gave 4-chloro-2-(5-fluoropyridin-3-yl)-3-methyl-1,8-naphthyridine. Mass Spectrum (ESI) m/e=274.0 (M+1). Procedure: The title compound was prepared by following the similar procedure as described in Example-1 using tert-butyl 4-((6-chloropyridin-3-yl)oxy)piperidine-1-carboxylate (intermediate-6) and 7-fluoro-1H-indole-5-carbonitrile (0.085 g, 44%), Reaction SMILES: Cl[C:2]1[N:7]=[CH:6][C:5]([O:8][CH:9]2[CH2:14][CH2:13][N:12]([C:15]([O:17][C:18]([CH3:21])([CH3:20])[CH3:19])=[O:16])[CH2:11][CH2:10]2)=[CH:4][CH:3]=1.[F:22][C:23]1[CH:24]=[C:25]([C:32]#[N:33])[CH:26]=[C:27]2[C:31]=1[NH:30][CH:29]=[CH:28]2>>[C:18]([O:17][C:15]([N:12]1[CH2:13][CH2:14][CH:9]([O:8][C:5]2[CH:6]=[N:7][C:2]([N:30]3[C:31]4[C:27](=[CH:26][C:25]([C:32]#[N:33])=[CH:24][C:23]=4[F:22])[CH:28]=[CH:29]3)=[CH:3][CH:4]=2)[CH2:10][CH2:11]1)=[O:16])([CH3:21])([CH3:20])[CH3:19]. Yields the product C(C)(C)(C)OC(=O)N1CCC(CC1)OC=1C=NC(=CC1)N1C=CC2=CC(=CC(=C12)F)C#N (tert-Butyl-4-((6-(5-cyano-7-fluoro-1H-indol-1-yl)pyridin-3-yl)oxy)-piperidine-1-carboxylate). The reactants are ClC1=CC=C(C=N1)OC1CCN(CC1)C(=O)OC(C)(C)C (tert-butyl 4-((6-chloropyridin-3-yl)oxy)piperidine-1-carboxylate), FC=1C=C(C=C2C=CNC12)C#N (7-fluoro-1H-indole-5-carbonitrile). Procedure details: To a solution of (4E)-N-methyl-5-(3,4-dichlorophenyl)-4-penten-2-amine (417.7 mg, 1.711 mmol) in absolute ethanol (6.3 mL) was added galactaric acid (179.8 mg, 0.855 mmol). Water (1.3 mL) was added drop-wise while gently warming the solution. The solution was filtered through glass wool to remove a few insoluble particles, washing the filter plug with ethanol-water (4:1, v/v) (2 mL). The filtrate was diluted with ethanol (10 mL), cooled to ambient temperature, and further cooled at 5° C. for 18 ... Solvent: C(C)O (ethanol). The product is O=C([C@H](O)[C@@H](O)[C@@H](O)[C@H](O)C(=O)O)O.CNC(C)C\C=C\C1=CC(=C(C=C1)Cl)Cl.CNC(C)C\C=C\C1=CC(=C(C=C1)Cl)Cl ((4E)-N-Methyl-5-(3,4-dichlorophenyl)-4-penten-2-amine Hemigalactarate). The reactants are CNC(C)C\C=C\C1=CC(=C(C=C1)Cl)Cl ((4E)-N-methyl-5-(3,4-dichlorophenyl)-4-penten-2-amine), O=C([C@H](O)[C@@H](O)[C@@H](O)[C@H](O)C(=O)O)O (galactaric acid), O (Water). As a reaction SMILES: [CH3:1][NH:2][CH:3]([CH2:5]/[CH:6]=[CH:7]/[C:8]1[CH:13]=[CH:12][C:11]([Cl:14])=[C:10]([Cl:15])[CH:9]=1)[CH3:4].[O:16]=[C:17]([OH:29])[C@@H:18]([C@H:20]([C@H:22]([C@@H:24]([C:26]([OH:28])=[O:27])[OH:25])[OH:23])[OH:21])[OH:19].O>C(O)C>[O:16]=[C:17]([OH:29])[C@@H:18]([C@H:20]([C@H:22]([C@@H:24]([C:26]([OH:28])=[O:27])[OH:25])[OH:23])[OH:21])[OH:19].[CH3:1][NH:2][CH:3]([CH2:5]/[CH:6]=[CH:7]/[C:8]1[CH:13]=[CH:12][C:11]([Cl:14])=[C:10]([Cl:15])[CH:9]=1)[CH3:4].[CH3:1][NH:2][CH:3]([CH2:5]/[CH:6]=[CH:7]/[C:8]1[CH:13]=[CH:12][C:11]([Cl:14])=[C:10]([Cl:15])[CH:9]=1)[CH3:4] |f:4.5.6|. The reactants are Cl.Cl.Cl.Cl.NC1=C(C=C(C(=C1)N)N)N (1,2,4,5-tetraaminobenzene tetrahydrochloride), S1C(=NC2=C1C=CC=C2)C2=CC(=CC=C2C(=O)O)C(=O)O (2-benzothiazole terephthalic acid), polyphosphoric acid, O=P12OP3(=O)OP(=O)(O1)OP(=O)(O2)O3 (P2O5). Conditions: temperature 90 celsius, time 4 hour. The product is NC1=C(C=C(C(=C1)N)N)N (1,2,4,5-TETRAAMINO BENZENE). RXN SMILES: Cl.Cl.Cl.Cl.[NH2:5][C:6]1[CH:11]=[C:10]([NH2:12])[C:9]([NH2:13])=[CH:8][C:7]=1[NH2:14].S1C2C=CC=CC=2N=C1C1C(C(O)=O)=CC=C(C(O)=O)C=1.O=P12OP3(OP(OP(O3)(O1)=O)(=O)O2)=O>>[NH2:5][C:6]1[CH:11]=[C:10]([NH2:12])[C:9]([NH2:13])=[CH:8][C:7]=1[NH2:14] |f:0.1.2.3.4|. Procedure details: 1,2,4,5-tetraaminobenzene tetrahydrochloride (1.7138 g, 6.033 mmol), 2-benzothiazole terephthalic acid (1.8059 g, 6.033 mmol) and 5.57 g of polyphosphoric acid (77% P2O5) were placed in a resin flask equipped with a mechanical stirrer, nitrogen inlet/outlet tubes, a vacuum connector and a side opening on the resin flask. The solution was heated at 90° C. in vacuo for 24 hours for dehydrochlorination. The reaction mixture was cooled to 60° C., then 4.04 g of P2O5 was added, in vacuo, thereby rais... Starting materials: Cl.FC1=CC=C(C(=O)C2CCNCC2)C=C1 (4-(p-fluorobenzoyl)piperidine hydrochloride), C=O (formalin), CC1=NC=NC2=CC=CC=C12 (4-methylquinazoline). Run in C(C)O (ethanol). Conditions: time 3 day. The product is Cl.FC1=CC=C(C(=O)C2CCN(CC2)CCC2=NC=NC3=CC=CC=C23)C=C1 (4-{2-[4-(p-Fluorobenzoyl)piperidinyl]ethyl}quinazoline hydrochloride). RXN SMILES: [CH3:1][C:2]1[C:11]2[C:6](=[CH:7][CH:8]=[CH:9][CH:10]=2)[N:5]=[CH:4][N:3]=1.[ClH:12].[F:13][C:14]1[CH:27]=[CH:26][C:17]([C:18]([CH:20]2[CH2:25][CH2:24][NH:23][CH2:22][CH2:21]2)=[O:19])=[CH:16][CH:15]=1.[CH2:28]=O>C(O)C>[ClH:12].[F:13][C:14]1[CH:15]=[CH:16][C:17]([C:18]([CH:20]2[CH2:25][CH2:24][N:23]([CH2:28][CH2:1][C:2]3[C:11]4[C:6](=[CH:7][CH:8]=[CH:9][CH:10]=4)[N:5]=[CH:4][N:3]=3)[CH2:22][CH2:21]2)=[O:19])=[CH:26][CH:27]=1 |f:1.2,5.6|. Reported procedure: 2 g of 4-methylquinazoline was dissolved in 20 ml of ethanol. 3.4 g of 4-(p-fluorobenzoyl)piperidine hydrochloride and 1.9 ml of 37% formalin were added to the solution and the mixture was stirred at room temperature for three days. A white precipitate was recovered by filtration and washed with ethanol to obtain the intended product. Starting materials: CC(C(=O)OC(C)(C)C)(CC(=O)O[C@@H]1C([C@@H]2CC[C@]3([C@@]4(CC[C@@]5(C([C@H]4CC[C@@H]3[C@]2(CC1)C)=C(C(C5)=O)C(C)C)\C=C\C(=O)NC5(CC5)C5=NC=C(C=N5)Cl)C)C)(C)C)C (1-tert-butyl 4-((3aS,5aR,5bR,7aR,9S,11aR,11bR,13aS)-3a-((E)-3-((1-(5-chloropyrimidin-2-yl)cyclopropyl)amino)-3-oxoprop-1-en-1-yl)-1-isopropyl-5a,5b,8,8,11a-pentamethyl-2-oxo-3,3a,4,5,5a,5b,6,7,7a,8,9,10,11,11a,11b,12,13,13a-octadecahydro-2H-cyclopenta[a]chrysen-9-yl) 2,2-dimethylsuccinate), C(=O)(C(F)(F)F)O (TFA). Solvent: ClCCl (dichloromethane). Reaction conditions: time 2 hour. The product is ClC=1C=NC(=NC1)C1(CC1)NC(/C=C/[C@]12C([C@H]3CC[C@@H]4[C@]5(CC[C@@H](C([C@@H]5CC[C@]4([C@@]3(CC1)C)C)(C)C)OC(CC(C(=O)O)(C)C)=O)C)=C(C(C2)=O)C(C)C)=O (4-(((3aS,5aR,5bR,7aR,9S,11aR,11bR,13aS)-3a-((E)-3-((1-(5-Chloropyrimidin-2-yl)cyclopropyl)amino)-3-oxoprop-1-en-1-yl)-1-isopropyl-5a,5b,8,8,11a-pentamethyl-2-oxo-3,3a,4,5,5a,5b,6,7,7a,8,9,10,11,11a,11b,12,13,13a-octadecahydro-2H-cyclopenta[a]chrysen-9-yl)oxy)-2,2-dimethyl-4-oxobutanoic acid). Isolated yield 32.2%. Reaction SMILES: [CH3:1][C:2]([CH3:59])([CH2:10][C:11]([O:13][C@H:14]1[CH2:31][CH2:30][C@@:29]2([CH3:32])[C@@H:16]([CH2:17][CH2:18][C@:19]3([CH3:56])[C@@H:28]2[CH2:27][CH2:26][C@H:25]2[C@@:20]3([CH3:55])[CH2:21][CH2:22][C@@:23]3(/[CH:40]=[CH:41]/[C:42]([NH:44][C:45]4([C:48]5[N:53]=[CH:52][C:51]([Cl:54])=[CH:50][N:49]=5)[CH2:47][CH2:46]4)=[O:43])[CH2:35][C:34](=[O:36])[C:33]([CH:37]([CH3:39])[CH3:38])=[C:24]32)[C:15]1([CH3:58])[CH3:57])=[O:12])[C:3]([O:5]C(C)(C)C)=[O:4].C(O)(C(F)(F)F)=O>ClCCl>[Cl:54][C:51]1[CH:52]=[N:53][C:48]([C:45]2([NH:44][C:42](=[O:43])/[CH:41]=[CH:40]/[C@:23]34[CH2:35][C:34](=[O:36])[C:33]([CH:37]([CH3:38])[CH3:39])=[C:24]3[C@@H:25]3[C@@:20]([CH3:55])([CH2:21][CH2:22]4)[C@@:19]4([CH3:56])[C@@H:28]([C@:29]5([CH3:32])[C@@H:16]([CH2:17][CH2:18]4)[C:15]([CH3:57])([CH3:58])[C@@H:14]([O:13][C:11](=[O:12])[CH2:10][C:2]([CH3:1])([CH3:59])[C:3]([OH:5])=[O:4])[CH2:31][CH2:30]5)[CH2:27][CH2:26]3)[CH2:47][CH2:46]2)=[N:49][CH:50]=1. Procedure details: To a solution of 1-tert-butyl 4-((3aS,5aR,5bR,7aR,9S,11aR,11bR,13aS)-3a-((E)-3-((1-(5-chloropyrimidin-2-yl)cyclopropyl)amino)-3-oxoprop-1-en-1-yl)-1-isopropyl-5a,5b,8,8,11a-pentamethyl-2-oxo-3,3a,4,5,5a,5b,6,7,7a,8,9,10,11,11a,11b,12,13,13a-octadecahydro-2H-cyclopenta[a]chrysen-9-yl) 2,2-dimethylsuccinate (300 mg, 0.360 mmol) in dichloromethane (5 mL) stirred at rt was added TFA (5 mL). The reaction mixture was stirred at rt for 2 h. It was evaporated in vacuo to give crude product which was pur...